This data is from the Open Reaction Database (ORD), a public repository of structured organic reaction records. The task is: describe an organic reaction: reactants, conditions, products, and yield Starting materials: CC(C)(C)OC(=O)C=Cc1ccc(C(=C2CCCCCC2)c2ccccc2)cc1, ClCCl, O=C(O)C(F)(F)F. Product: O=C(O)C=Cc1ccc(C(=C2CCCCCC2)c2ccccc2)cc1. RXN SMILES: [C:1]1(=[C:8]([c:9]2[cH:10][cH:11][c:12]([CH:15]=[CH:16][C:17](=[O:18])[O:19][C:20]([CH3:21])([CH3:22])[CH3:23])[cH:13][cH:14]2)[c:24]2[cH:25][cH:26][cH:27][cH:28][cH:29]2)[CH2:2][CH2:3][CH2:4][CH2:5][CH2:6][CH2:7]1.[Cl:37][CH2:38][Cl:39].[F:30][C:31]([F:32])([F:33])[C:34]([OH:35])=[O:36]>>[C:1]1(=[C:8]([c:9]2[cH:10][cH:11][c:12]([CH:15]=[CH:16][C:17](=[O:18])[OH:19])[cH:13][cH:14]2)[c:24]2[cH:25][cH:26][cH:27][cH:28][cH:29]2)[CH2:2][CH2:3][CH2:4][CH2:5][CH2:6][CH2:7]1.